This data is from the Open Reaction Database (ORD), a public repository of structured organic reaction records. The task is: describe an organic reaction: reactants, conditions, products, and yield Reactants: three, Cl.C(C1=CC=CC=C1)N1CCN(CC1)CC(COCCCCCCCCCCCCCCCC)O (1-Benzyl-4-(2-hydroxy-3-n-hexadecyloxypropyl)-piperazine hydrochloride), CO (methanol), O1CCCC1 (tetrahydrofuran), [H][H] (hydrogen). Reagents/catalysts: [Pd] (palladium on carbon). Run in C1(=CC=CC=C1)C (toluene). Reaction conditions: time 8 hour. Yields the product OC(CN1CCNCC1)COCCCCCCCCCCCCCCCC (1-(2-Hydroxy-3-n-hexadecyloxypropyl)-piperazine). Reaction SMILES: Cl.C([N:9]1[CH2:14][CH2:13][N:12]([CH2:15][CH:16]([OH:35])[CH2:17][O:18][CH2:19][CH2:20][CH2:21][CH2:22][CH2:23][CH2:24][CH2:25][CH2:26][CH2:27][CH2:28][CH2:29][CH2:30][CH2:31][CH2:32][CH2:33][CH3:34])[CH2:11][CH2:10]1)C1C=CC=CC=1.CO.O1CCCC1.[H][H]>C1(C)C=CC=CC=1.[Pd]>[OH:35][CH:16]([CH2:17][O:18][CH2:19][CH2:20][CH2:21][CH2:22][CH2:23][CH2:24][CH2:25][CH2:26][CH2:27][CH2:28][CH2:29][CH2:30][CH2:31][CH2:32][CH2:33][CH3:34])[CH2:15][N:12]1[CH2:13][CH2:14][NH:9][CH2:10][CH2:11]1 |f:0.1|. Procedure details: 1-Benzyl-4-(2-hydroxy-3-n-hexadecyloxypropyl)-piperazine hydrochloride (8 g, 0.0146 mol) was dissolved in toluene (100 ml), methanol (100 ml) and tetrahydrofuran (700 ml) and divided into three 300 ml portions. Each portion was hydrogenated overnight at room temperature on a Parr shaker using a 10% palladium on carbon catalyst (2 g) and 50 p.s.i.g. hydrogen. The catalyst was filtered off and the filtrate evaporated under reduced pressure to a solid, which was triturated under acetone and filtere...